From a dataset of the Open Reaction Database (ORD), a public repository of structured organic reaction records. describe an organic reaction: reactants, conditions, products, and yield Reactants: Cl.ClC=1N=C(C2=C(N1)CCNC2)Cl (2,4-dichloro-5,6,7,8-tetrahydropyrido[4,3-d]pyrimidine hydrochloride), ClC=1N=C(C2=C(N1)CCN(C2)C(=O)C2CC2)Cl (2,4-dichloro-6-cyclopropylcarbonyl-5,6,7,8-tetrahydropyrido[4,3-d]pyrimidine), ClC1=C(CN)C=CC(=C1)F (2-chloro-4-fluorobenzylamine), NCCNC(=O)OC(C)(C)C (N-(2-aminoethyl)(tert-butoxy)carboxamide), C1(CC1)C(=O)Cl (cyclopropylcarbonyl chloride), ClC=1N=C(C2=C(N1)CCN(C2)C(=O)C2CC2)Cl (2,4-dichloro-6-cyclopropylcarbonyl-5,6,7,8-tetrahydropyrido[4,3-d]pyrimidine). Yields the product ClC1=C(CNC=2C3=C(N=C(N2)NCCNC(=O)OC(C)(C)C)CCN(C3)C(=O)C3CC3)C=CC(=C1)F (4-(2-chloro-4-fluorobenzylamino)-6-cyclopropylcarbonyl-2-(2-tert-butoxycarbonylaminoethylamino)-5,6,7,8-tetrahydropyrido [4,3-d]pyrimidine). As a reaction SMILES: Cl.ClC1N=C(Cl)C2CNCCC=2N=1.C1(C(Cl)=O)CC1.Cl[C:21]1[N:22]=[C:23](Cl)[C:24]2[CH2:30][N:29]([C:31]([CH:33]3[CH2:35][CH2:34]3)=[O:32])[CH2:28][CH2:27][C:25]=2[N:26]=1.[Cl:37][C:38]1[CH:45]=[C:44]([F:46])[CH:43]=[CH:42][C:39]=1[CH2:40][NH2:41].[NH2:47][CH2:48][CH2:49][NH:50][C:51]([O:53][C:54]([CH3:57])([CH3:56])[CH3:55])=[O:52]>>[Cl:37][C:38]1[CH:45]=[C:44]([F:46])[CH:43]=[CH:42][C:39]=1[CH2:40][NH:41][C:23]1[C:24]2[CH2:30][N:29]([C:31]([CH:33]3[CH2:35][CH2:34]3)=[O:32])[CH2:28][CH2:27][C:25]=2[N:26]=[C:21]([NH:47][CH2:48][CH2:49][NH:50][C:51]([O:53][C:54]([CH3:57])([CH3:56])[CH3:55])=[O:52])[N:22]=1 |f:0.1|. Procedure: From 2,4-dichloro-5,6,7,8-tetrahydropyrido[4,3-d]pyrimidine hydrochloride prepared according to Reference Example 1 and cyclopropylcarbonyl chloride, 2,4-dichloro-6-cyclopropylcarbonyl-5,6,7,8-tetrahydropyrido[4,3-d]pyrimidine was prepared in the same way as Process Step 1 of Example 1. Further, 2,4-dichloro-6-cyclopropylcarbonyl-5,6,7,8-tetrahydropyrido[4,3-d]pyrimidine was allowed to sequentially react with 2-chloro-4-fluorobenzylamine and N-(2-aminoethyl)(tert-butoxy)carboxamide in the same w...